This data is from the Open Reaction Database (ORD), a public repository of structured organic reaction records. The task is: describe an organic reaction: reactants, conditions, products, and yield Starting materials: CCOC(=O)Nc1cc2ccccc2cc1Cl, CCO. Product: Nc1cc2ccccc2cc1Cl. RXN SMILES: [CH2:1]([O:2][C:3](=[O:4])[NH:5][c:6]1[cH:7][c:8]2[cH:9][cH:10][cH:11][cH:12][c:13]2[cH:14][c:15]1[Cl:16])[CH3:17].[CH3:18][CH2:19][OH:20]>>[NH2:5][c:6]1[cH:7][c:8]2[cH:9][cH:10][cH:11][cH:12][c:13]2[cH:14][c:15]1[Cl:16]. Reactants: O=C([O-])[O-], Cn1c(Cl)cnc1C(OC(=O)OC(C)(C)C)c1cc(F)ccc1F, CCOCC, Sc1ccc(Cl)cc1, [K+], [K+], O=C(O)C(F)(F)F. The product is Cn1c(Cl)cnc1C(Sc1ccc(Cl)cc1)c1cc(F)ccc1F. RXN SMILES: [C:40](=[O:41])([O-:42])[O-:43].[C:8]([O:9][C:10]([O:11][CH:16]([c:17]1[n:18]([CH3:23])[c:19]([Cl:22])[cH:20][n:21]1)[c:24]1[c:25]([F:31])[cH:26][cH:27][c:28]([F:30])[cH:29]1)=[O:12])([CH3:13])([CH3:14])[CH3:15].[CH2:46]([O:47][CH2:48][CH3:49])[CH3:50].[Cl:32][c:33]1[cH:34][cH:35][c:36]([SH:39])[cH:37][cH:38]1.[K+:44].[K+:45].[OH:1][C:2]([C:3]([F:4])([F:5])[F:6])=[O:7]>>[CH:16]([c:17]1[n:18]([CH3:23])[c:19]([Cl:22])[cH:20][n:21]1)([c:24]1[c:25]([F:31])[cH:26][cH:27][c:28]([F:30])[cH:29]1)[S:39][c:36]1[cH:35][cH:34][c:33]([Cl:32])[cH:38][cH:37]1. The reactants are Cl (HCl), O1CCOCC1 (1,4-dioxane), OC(=O)C(F)(F)F.OC(=O)C(F)(F)F.S1C(=NC2=C1C=CC=C2)N2C(CN(CC2)C(=O)OC(C)(C)C)COC=2C=NC=CC2 (tert-butyl 4-(benzo[d]thiazol-2-yl)-3-((pyridin-3-yloxy)methyl)piperazine-1-carboxylate di-TFA salt). The solvent is CO (MeOH). Reaction conditions: time 12 hour. Product: N1=CC(=CC=C1)OCC1N(CCNC1)C=1SC2=C(N1)C=CC=C2 (2-(2-((pyridin-3-yloxy)methyl)piperazin-1-yl)benzo[d]thiazole). RXN SMILES: Cl.O1CCOCC1.OC(C(F)(F)F)=O.OC(C(F)(F)F)=O.[S:22]1[C:26]2[CH:27]=[CH:28][CH:29]=[CH:30][C:25]=2[N:24]=[C:23]1[N:31]1[CH2:36][CH2:35][N:34](C(OC(C)(C)C)=O)[CH2:33][CH:32]1[CH2:44][O:45][C:46]1[CH:47]=[N:48][CH:49]=[CH:50][CH:51]=1>CO>[N:48]1[CH:49]=[CH:50][CH:51]=[C:46]([O:45][CH2:44][CH:32]2[CH2:33][NH:34][CH2:35][CH2:36][N:31]2[C:23]2[S:22][C:26]3[CH:27]=[CH:28][CH:29]=[CH:30][C:25]=3[N:24]=2)[CH:47]=1 |f:2.3.4|. Procedure: 4 M HCl in 1,4-dioxane (6 mL, 24 mmol) was added to a solution of tert-butyl 4-(benzo[d]thiazol-2-yl)-3-((pyridin-3-yloxy)methyl)piperazine-1-carboxylate di-TFA salt (116.4 mg, 0.215 mmol) in MeOH (1 mL). After 12 h, the reaction mixture was concentrated under reduced pressure and purified by HPLC (5 to 50% MeCN/0.1% TFA in H2O/0.1% TFA gradient). The fractions containing the desired product were brought to pH 12 with 1 N NaOH and were extracted with EtOAc (3×). The combined organics were dried ... Product: BrC=1C=C(C=NC1C)C=O (5-Bromo-6-methyl-3-pyridinecarbaldehyde). The reactants are BrC=1C=C(C=NC1I)C(=O)OC (methyl 5-bromo-6-iodo-3-pyridinecarboxylate), C(=O)([O-])[O-].[K+].[K+] (K2CO3), CB1OB(OB(O1)C)C (trimethylboroxin). Isolated yield 55.2%. Run in O (water), O1CCOCC1 (dioxane). Procedure: To a mixture of methyl 5-bromo-6-iodo-3-pyridinecarboxylate (232 mg, 0.679 mmol), tetrakis(triphenylphosphine)palladium (0) (39.2 mg, 0.034 mmol), and K2CO3 (281 mg, 2.036 mmol) in dioxane (5 ml), trimethylboroxin (0.095 ml, 0.679 mmol) was added under N2. The reaction mixture was heated at 110° C. and more tetrakis(triphenylphosphine)palladium (0) was added in several portions until starting material was not detected by HPLC. The reaction mixture was diluted with water and extracted three times... Conditions: temperature 110 celsius. The reagents and catalysts are C=1C=CC(=CC1)[P](C=2C=CC=CC2)(C=3C=CC=CC3)[Pd]([P](C=4C=CC=CC4)(C=5C=CC=CC5)C=6C=CC=CC6)([P](C=7C=CC=CC7)(C=8C=CC=CC8)C=9C=CC=CC9)[P](C=1C=CC=CC1)(C=1C=CC=CC1)C=1C=CC=CC1 (tetrakis(triphenylphosphine)palladium), C=1C=CC(=CC1)[P](C=2C=CC=CC2)(C=3C=CC=CC3)[Pd]([P](C=4C=CC=CC4)(C=5C=CC=CC5)C=6C=CC=CC6)([P](C=7C=CC=CC7)(C=8C=CC=CC8)C=9C=CC=CC9)[P](C=1C=CC=CC1)(C=1C=CC=CC1)C=1C=CC=CC1 (tetrakis(triphenylphosphine)palladium). Reaction SMILES: [Br:1][C:2]1[CH:3]=[C:4]([C:9]([O:11]C)=O)[CH:5]=[N:6][C:7]=1I.[C:13]([O-])([O-])=O.[K+].[K+].CB1OB(C)OB(C)O1>O1CCOCC1.O.C1C=CC([P]([Pd]([P](C2C=CC=CC=2)(C2C=CC=CC=2)C2C=CC=CC=2)([P](C2C=CC=CC=2)(C2C=CC=CC=2)C2C=CC=CC=2)[P](C2C=CC=CC=2)(C2C=CC=CC=2)C2C=CC=CC=2)(C2C=CC=CC=2)C2C=CC=CC=2)=CC=1>[Br:1][C:2]1[CH:3]=[C:4]([CH:9]=[O:11])[CH:5]=[N:6][C:7]=1[CH3:13] |f:1.2.3,^1:38,40,59,78|. Starting materials: C(C1=CC=CC=C1)OC1=CC=C(C2=C1NC(S2)=O)[C@H](CBr)O (4-(benzyloxy)-7-[(1R)-2-bromo-1-hydroxyethyl]-1,3-benzothiazol-2(3H)-one), C1(=CC=C(C=C1)S(=O)(=O)[O-])C.[NH+]1=CC=CC=C1 (pyridinium p-toluenesulphonate), O1CCCC=C1 (3,4-dihydro-2H-pyran). Solvent: C(Cl)Cl (DCM). The product is C(C1=CC=CC=C1)OC1=CC=C(C2=C1NC(S2)=O)[C@H](CBr)OC2OCCCC2 (4-(Benzyloxy)-7-{(1R)-2-bromo-1-[tetrahydro-2H-pyran-2-yloxy]ethyl}-1,3-benzothiazol-2(3H)-one). RXN SMILES: [CH2:1]([O:8][C:9]1[C:14]2[NH:15][C:16](=[O:18])[S:17][C:13]=2[C:12]([C@@H:19]([OH:22])[CH2:20][Br:21])=[CH:11][CH:10]=1)[C:2]1[CH:7]=[CH:6][CH:5]=[CH:4][CH:3]=1.C1(C)C=CC(S([O-])(=O)=O)=CC=1.[NH+]1C=CC=CC=1.[O:40]1[CH:45]=[CH:44][CH2:43][CH2:42][CH2:41]1>C(Cl)Cl>[CH2:1]([O:8][C:9]1[C:14]2[NH:15][C:16](=[O:18])[S:17][C:13]=2[C:12]([C@@H:19]([O:22][CH:41]2[CH2:42][CH2:43][CH2:44][CH2:45][O:40]2)[CH2:20][Br:21])=[CH:11][CH:10]=1)[C:2]1[CH:7]=[CH:6][CH:5]=[CH:4][CH:3]=1 |f:1.2|. Procedure details: To a stirred solution of 4-(benzyloxy)-7-[(1R)-2-bromo-1-hydroxyethyl]-1,3-benzothiazol-2(3H)-one (31 mg) in dry DCM (5 ml) under nitrogen, was added pyridinium p-toluenesulphonate (5 mg), followed by 3,4-dihydro-2H-pyran (30 μl). The mixture was evaporated in vacuo after 18 h and purified on a 2 g silica SPE cartridge, eluting with a stepped gradient 10% to 100% DCM-cyclohexane mixtures, to give the title compound (42 mg). LCMS RT=3.72 and 3.78 min. The reactants are C1(=CC=CC=C1)[Si](C)(C)C (phenyltrimethylsilane), Cl[SiH](Cl)Cl (trichlorosilane). The product is C1(=CC=CC=C1)[Si](Cl)(Cl)Cl (phenyltrichlorosilane), C[SiH](C)C (trimethylsilane). As a reaction SMILES: [C:1]1([Si:7](C)([CH3:9])[CH3:8])[CH:6]=[CH:5][CH:4]=[CH:3][CH:2]=1.[Cl:11][SiH:12]([Cl:14])[Cl:13]>>[C:1]1([Si:12]([Cl:14])([Cl:13])[Cl:11])[CH:6]=[CH:5][CH:4]=[CH:3][CH:2]=1.[CH3:1][SiH:7]([CH3:9])[CH3:8]. Procedure: Eaborn et al., J. Organometal. Chem. 4:489 (1965). describes a process where phenyltrimethylsilane and trichlorosilane are reacted at 500° C. in the gas phase to give phenyltrichlorosilane and trimethylsilane. As a reaction SMILES: [F:1][C:2]1[CH:3]=[C:4]([CH:8](O)[C:9]2[CH:18]=[C:17]([O:19][CH3:20])[CH:16]=[CH:15][C:10]=2[C:11]([NH:13][CH3:14])=[O:12])[CH:5]=[CH:6][CH:7]=1>CO.[Pd]>[F:1][C:2]1[CH:3]=[C:4]([CH:5]=[CH:6][CH:7]=1)[CH2:8][C:9]1[CH:18]=[C:17]([O:19][CH3:20])[CH:16]=[CH:15][C:10]=1[C:11]([NH:13][CH3:14])=[O:12]. Reported procedure: To a solution of 2-[(3-fluorophenyl)(hydroxy)methyl]-4-methoxy-N-methylbenzamide (500 mg) in methanol was added 500 mg of Pd/C (10%). The reaction was stirred overnight under H2 (1 atm), then filtered through celite and concentrated to give 2-(3-fluorobenzyl)-4-methoxy-N-methylbenzamide, which was used without further purification. Reactants: FC=1C=C(C=CC1)C(C1=C(C(=O)NC)C=CC(=C1)OC)O (2-[(3-fluorophenyl)(hydroxy)methyl]-4-methoxy-N-methylbenzamide). The solvent is CO (methanol). The product is FC=1C=C(CC2=C(C(=O)NC)C=CC(=C2)OC)C=CC1 (2-(3-fluorobenzyl)-4-methoxy-N-methylbenzamide). Conditions: time 8 hour. The reagents and catalysts are [Pd] (Pd/C).